This data is from the Open Reaction Database (ORD), a public repository of structured organic reaction records. The task is: describe an organic reaction: reactants, conditions, products, and yield Starting materials: COCCOC, COC(=O)c1c(C)cc(OCc2ccccc2)cc1NC(=O)OC(C)C, [Na+], [OH-]. Product: Cc1cc(OCc2ccccc2)cc(NC(=O)OC(C)C)c1C(=O)O. RXN SMILES: [CH3:29][O:30][CH2:31][CH2:32][O:33][CH3:34].[CH:1]([CH3:2])([CH3:3])[O:4][C:5](=[O:6])[NH:7][c:8]1[c:9]([C:10](=[O:11])[O:12][CH3:13])[c:14]([CH3:26])[cH:15][c:16]([O:18][CH2:19][c:20]2[cH:21][cH:22][cH:23][cH:24][cH:25]2)[cH:17]1.[Na+:28].[OH-:27]>>[CH:1]([CH3:2])([CH3:3])[O:4][C:5](=[O:6])[NH:7][c:8]1[c:9]([C:10](=[O:11])[OH:12])[c:14]([CH3:26])[cH:15][c:16]([O:18][CH2:19][c:20]2[cH:21][cH:22][cH:23][cH:24][cH:25]2)[cH:17]1. Starting materials: FC(C(=O)NC1=NN(C(C1)C)C1=CC=C(C=C1)C(C(F)(F)F)=O)(F)F (2,2,2-Trifluoro-N-[5-methyl-1-(p-trifluoroacetylphenyl)-2-pyrazolin-3-yl]acetamide), C(CC)(=O)OC(CC)=O (propionic anhydride). Run in O (water). Conditions: time 16 hour. The product is CC1CC(=NN1C1=CC=CC=C1)NC(CC)=O (N-(5-Methyl-1-phenyl-2-pyrazolin-3-yl)propionamide). As a reaction SMILES: F[C:2](F)(F)[C:3]([NH:5][C:6]1[CH2:10][CH:9]([CH3:11])[N:8]([C:12]2[CH:17]=[CH:16][C:15](C(=O)C(F)(F)F)=[CH:14][CH:13]=2)[N:7]=1)=[O:4].[C:26](OC(=O)CC)(=O)CC>O>[CH3:11][CH:9]1[N:8]([C:12]2[CH:17]=[CH:16][CH:15]=[CH:14][CH:13]=2)[N:7]=[C:6]([NH:5][C:3](=[O:4])[CH2:2][CH3:26])[CH2:10]1. Reported procedure: A mixture of 5.0 g. of 3-amino-5-methyl-1-phenyl-2-pyrazoline (prepared in Example 5) and 25.0 ml. of propionic anhydride is allowed to remain at room temperature for 16 hours. The reaction mixture is poured into water to separate an oil which crystallizes. The solid is collected by filtration and dissolved in dichloromethane. The solution is passed through a short column of a hydrous magnesium silicate. The effluent is heated at reflux and hexane is added. The first heavy precipitate (purple co... Reactants: ICCCCCCCCCCCCSCCC(=O)OC (Methyl 16-iodo-4-thia-hexadecanoate), [F-].C(CCC)[N+](CCCC)(CCCC)CCCC (tetrabutylammonium fluoride), fluoro-ester, [OH-].[K+] (KOH), C(C)O (ethanol). Solvent: CCCCCC.CCOCC.C(C)(=O)O (hexane ether acetic acid). Yields the product FCCCCCCCCCCCCSCCC(=O)O (16-Fluoro-4-thia-hexadecanoic acid). The yield is 34.2%. RXN SMILES: I[CH2:2][CH2:3][CH2:4][CH2:5][CH2:6][CH2:7][CH2:8][CH2:9][CH2:10][CH2:11][CH2:12][CH2:13][S:14][CH2:15][CH2:16][C:17]([O:19]C)=[O:18].[F-:21].C([N+](CCCC)(CCCC)CCCC)CCC.[OH-].[K+].C(O)C>CCCCCC.CCOCC.C(O)(=O)C>[F:21][CH2:2][CH2:3][CH2:4][CH2:5][CH2:6][CH2:7][CH2:8][CH2:9][CH2:10][CH2:11][CH2:12][CH2:13][S:14][CH2:15][CH2:16][C:17]([OH:19])=[O:18] |f:1.2,3.4,6.7.8|. Procedure: Fluorination of 1 (0.2 g, 0.5 mmol) was performed by addition of tetrabutylammonium fluoride (TBAF) (4 mmol as 1M THF solution). The mixture was allowed to react at room temperature for 20 h. The resulting fluoro-ester was hydrolyzed by addition of 1 ml 1 N KOH and 1 ml ethanol for 2 h at room temperature. The product 2 (0.05 g, 34% yield) was isolated by column chromatography (hexane/ether/acetic acid 3:1:0.1) and recrystallized in hexane, TLC (hexane/ether/acetic acid 3:1:0.1) Rf=0.25. Melting... The reactants are ClC1=C(C=C(C=C1)C=1C(CC(NN1)=O)CO)[N+](=O)[O-] (6-(4-chloro-3-nitro-phenyl)-4,5-dihydro-5-hydroxymethyl-3(2H)-pyridazinone), N1CCNCC1 (piperazine). The product is [N+](=O)([O-])C=1C=C(C=CC1N1CCNCC1)C=1C(CC(NN1)=O)CO (6-[3-nitro-4-(1-piperazinyl)-phenyl]-4,5-dihydro-5-hydroxymethyl-3(2H)-pyridazinone). As a reaction SMILES: Cl[C:2]1[CH:7]=[CH:6][C:5]([C:8]2[CH:9]([CH2:15][OH:16])[CH2:10][C:11](=[O:14])[NH:12][N:13]=2)=[CH:4][C:3]=1[N+:17]([O-:19])=[O:18].[NH:20]1[CH2:25][CH2:24][NH:23][CH2:22][CH2:21]1>>[N+:17]([C:3]1[CH:4]=[C:5]([C:8]2[CH:9]([CH2:15][OH:16])[CH2:10][C:11](=[O:14])[NH:12][N:13]=2)[CH:6]=[CH:7][C:2]=1[N:20]1[CH2:25][CH2:24][NH:23][CH2:22][CH2:21]1)([O-:19])=[O:18]. Procedure details: 19.86 g (0.07 mol) of 6-(4-chloro-3-nitro-phenyl)-4,5-dihydro-5-hydroxymethyl-3(2H)-pyridazinone are reacted with 18.1 g (0.21 mol) of piperazine in a manner analogous to Example 1. Starting materials: NC1=NC=CC(=N1)C1=C(N=C2N1C=CC(=C2)C(C#N)(C)C)C2=CC=C(C=C2)F (2-[3-(2-Aminopyrimidin-4yl)-2-(4-fluorophenyl)imidazo[1,2-a]pyridin-7-yl]-2-methylpropanenitrile), [H-].[Al+3].[Li+].[H-].[H-].[H-] (lithium aluminum hydride). Run in C1CCOC1 (THF). Reaction conditions: time 45 minute. Yields the product NCC(C)(C)C1=CC=2N(C=C1)C(=C(N2)C2=CC=C(C=C2)F)C2=NC(=NC=C2)N (4-[7-(2-Amino-1,1-dimethylethyl)-2-(4-fluorophenyl)imidazo[1,2-a]-pyridin-3-yl]pyrimidin-2-amine). RXN SMILES: [NH2:1][C:2]1[N:7]=[C:6]([C:8]2[N:12]3[CH:13]=[CH:14][C:15]([C:17]([CH3:21])([CH3:20])[C:18]#[N:19])=[CH:16][C:11]3=[N:10][C:9]=2[C:22]2[CH:27]=[CH:26][C:25]([F:28])=[CH:24][CH:23]=2)[CH:5]=[CH:4][N:3]=1.[H-].[Al+3].[Li+].[H-].[H-].[H-]>C1COCC1>[NH2:19][CH2:18][C:17]([C:15]1[CH:14]=[CH:13][N:12]2[C:8]([C:6]3[CH:5]=[CH:4][N:3]=[C:2]([NH2:1])[N:7]=3)=[C:9]([C:22]3[CH:23]=[CH:24][C:25]([F:28])=[CH:26][CH:27]=3)[N:10]=[C:11]2[CH:16]=1)([CH3:20])[CH3:21] |f:1.2.3.4.5.6|. Procedure details: A 100 mL round bottom flask containing nitrile 27 (700 mg, 1.88 mmol) in THF (25 mL) was charged with lithium aluminum hydride (285 mg, 7.52 mmol). After stirring at room temperature for 45 minutes, the reaction mixture was poured into an 1.0 L Erlenmeyer flask and quenched with 200 mL ethyl acetate, 10 mL water, sodium sulfate, and an excess of 2:1 Na2SO4 10H2O:celite. The mixture was filtered, then concentrated under reduced pressure, and then dissolved in a minimum volume of CH2Cl2, then load... Starting materials: B (borane), C(C)(C)C=1C=CC(=C(C1)C=1C(=CC(=CC1)C(F)(F)F)C(=O)O)OC (5′-isopropyl-2′-methoxy-4-(trifluoromethyl)biphenyl-2-carboxylic acid), C(C)(C)C=1C=CC(=C(C1)C=1C(=CC(=CC1)C(F)(F)F)C(=O)N)OC (5′-isopropyl-2′-methoxy-4-(trifluoromethyl)biphenyl-2-carboxamide). The solvent is C1CCOC1 (THF), C1CCOC1 (THF). Reaction conditions: time 3 hour. The product is C(C)(C)C=1C=CC(=C(C1)C1=C(C=C(C=C1)C(F)(F)F)CO)OC ([5′-isopropyl-2′-methoxy-4-(trifluoromethyl)biphenyl-2-yl]methanol). RXN SMILES: B.[CH:2]([C:5]1[CH:6]=[CH:7][C:8]([O:24][CH3:25])=[C:9]([C:11]2[C:12]([C:21](O)=[O:22])=[CH:13][C:14]([C:17]([F:20])([F:19])[F:18])=[CH:15][CH:16]=2)[CH:10]=1)([CH3:4])[CH3:3].C(C1C=CC(OC)=C(C2C(C(N)=O)=CC(C(F)(F)F)=CC=2)C=1)(C)C>C1COCC1>[CH:2]([C:5]1[CH:6]=[CH:7][C:8]([O:24][CH3:25])=[C:9]([C:11]2[CH:16]=[CH:15][C:14]([C:17]([F:18])([F:19])[F:20])=[CH:13][C:12]=2[CH2:21][OH:22])[CH:10]=1)([CH3:4])[CH3:3]. Reported procedure: A solution of borane in THF (1 M, 859 μL, 0.859 mmol) was added dropwise to a stirred solution of 5′-isopropyl-2′-methoxy-4-(trifluoromethyl)biphenyl-2-carboxylic acid and 5′-isopropyl-2′-methoxy-4-(trifluoromethyl)biphenyl-2-carboxamide (3:1, 96.8 mg, 0.286 mmol) in dry THF at room temperature under N2. The reaction was stirred at room temperature for 3 h and carefully quenched with water (10 mL). The mixture was extracted with EtOAc (3×20 mL) and the combined extracts were washed with brine, d... The reactants are C([O-])([O-])=O.[K+].[K+] (Potassium carbonate), CN(C=O)C (N,N-dimethylformamide), C1=CC(=CC=C1[N+](=O)[O-])O (p-nitrophenol), BrCC=C (3-bromopropene). Run in C1(=CC=CC=C1)C (toluene). Run at time 5 hour. Yields the product [N+](=O)([O-])C1=CC=C(C=C1)OCC=C (allyl p-nitrophenyl ether). Isolated yield 79.7%. RXN SMILES: C(=O)([O-])[O-].[K+].[K+].CN(C)C=O.[CH:12]1[C:17]([N+:18]([O-:20])=[O:19])=[CH:16][CH:15]=[C:14]([OH:21])[CH:13]=1.Br[CH2:23][CH:24]=[CH2:25]>C1(C)C=CC=CC=1>[N+:18]([C:17]1[CH:16]=[CH:15][C:14]([O:21][CH2:25][CH:24]=[CH2:23])=[CH:13][CH:12]=1)([O-:20])=[O:19] |f:0.1.2|. Reported procedure: Potassium carbonate (49.7 g, 0.36 mol) was added to an N,N-dimethylformamide (250 ml) solution of p-nitrophenol (25.0 g, 0.18 mol) under nitrogen atmosphere and suspended, and 3-bromopropene (21.7 g, 0.18 mol) was dropwise added thereto. After finishing dropwise adding, the solution was stirred at a room temperature for 5 hours, and then extracting practice with diethyl ether was carried out after adding water to the solution. The organic layer was washed with water and then dried on anhydrous m...